From a dataset of the Open Reaction Database (ORD), a public repository of structured organic reaction records. describe an organic reaction: reactants, conditions, products, and yield As a reaction SMILES: [Br:13][CH2:14][c:15]1[cH:16][cH:17][cH:18][cH:19][cH:20]1.[CH3:21][CH2:22][OH:23].[ClH:1].[K+:12].[OH-:11].[OH:2][c:3]1[c:4]([CH2:9][OH:10])[n:5][cH:6][cH:7][cH:8]1>>[O:2]([c:3]1[c:4]([CH2:9][OH:10])[n:5][cH:6][cH:7][cH:8]1)[CH2:14][c:15]1[cH:16][cH:17][cH:18][cH:19][cH:20]1. Reactants: BrCc1ccccc1, CCO, Cl, [K+], [OH-], OCc1ncccc1O. Yields the product OCc1ncccc1OCc1ccccc1.